Dataset: the Open Reaction Database (ORD), a public repository of structured organic reaction records. Task: describe an organic reaction: reactants, conditions, products, and yield Reaction SMILES: [CH3:1][O:2][C:3](=[O:24])[CH2:4][C:5]1[C:13]2[C:8](=[CH:9][C:10]([Cl:14])=[CH:11][CH:12]=2)[NH:7][C:6]=1[C:15](=[O:23])[C:16]1[CH:21]=[CH:20][C:19]([OH:22])=[CH:18][CH:17]=1.[H-].[Na+].I[CH:28]([CH3:30])[CH3:29]>CN(C=O)C>[CH3:1][O:2][C:3](=[O:24])[CH2:4][C:5]1[C:13]2[C:8](=[CH:9][C:10]([Cl:14])=[CH:11][CH:12]=2)[NH:7][C:6]=1[C:15](=[O:23])[C:16]1[CH:17]=[CH:18][C:19]([O:22][CH:28]([CH3:30])[CH3:29])=[CH:20][CH:21]=1 |f:1.2|. The reactants are COC(CC1=C(NC2=CC(=CC=C12)Cl)C(C1=CC=C(C=C1)O)=O)=O (Methyl[6-chloro-2-(4-hydroxybenzoyl)-1H-indol-3-yl]acetate), [H-].[Na+] (sodium hydride), IC(C)C (2-iodopropane). The product is COC(CC1=C(NC2=CC(=CC=C12)Cl)C(C1=CC=C(C=C1)OC(C)C)=O)=O (Methyl[6-chloro-2-(4-isopropoxybenzoyl)-1H-indol-3-yl]acetate). Procedure: To a stirred solution of methyl[6-chloro-2-(4-hydroxybenzoyl)-1H-indol-3-yl]acetate (Example 183, 0.15 g, 0.44 mmol) in DMF (5 ml) was added sodium hydride (15 mg, 0.46 mmol) at room temperature under nitrogen atmosphere. After 5min., 2-iodopropane (78 mg) was added and the mixture was stirred for 7 h. The mixture was quenched with 2N aqueous HCl (20 ml), and extracted with ethyl acetate (50 ml). The extract was washed with water (30 ml) and brine (30 ml), dried (MgSO4), and concentrated. The re... Run in CN(C)C=O (DMF). Reaction conditions: time 5 minute. Yield: 42.4%. The reactants are CC1(C)CC(Nc2nccc(-c3ccc(CCCO)cc3)n2)CC(C)(C)N1, Cc1ccc(S(=O)(=O)Cl)cc1, c1ccncc1. Yields the product Cc1ccc(S(=O)(=O)OCCCc2ccc(-c3ccnc(NC4CC(C)(C)NC(C)(C)C4)n3)cc2)cc1. Reaction SMILES: [CH3:1][C:2]1([CH3:27])[NH:3][C:4]([CH3:25])([CH3:26])[CH2:5][CH:6]([NH:8][c:9]2[n:10][cH:11][cH:12][c:13](-[c:15]3[cH:16][cH:17][c:18]([CH2:21][CH2:22][CH2:23][OH:24])[cH:19][cH:20]3)[n:14]2)[CH2:7]1.[c:28]1([CH3:38])[cH:29][cH:30][c:31]([S:34](=[O:35])(=[O:36])[Cl:37])[cH:32][cH:33]1.[cH:39]1[cH:40][cH:41][n:42][cH:43][cH:44]1>>[CH3:1][C:2]1([CH3:27])[NH:3][C:4]([CH3:25])([CH3:26])[CH2:5][CH:6]([NH:8][c:9]2[n:10][cH:11][cH:12][c:13](-[c:15]3[cH:16][cH:17][c:18]([CH2:21][CH2:22][CH2:23][O:24][S:34]([c:31]4[cH:30][cH:29][c:28]([CH3:38])[cH:33][cH:32]4)(=[O:35])=[O:36])[cH:19][cH:20]3)[n:14]2)[CH2:7]1. The reactants are CO, COC(=O)C(OCC(N)=O)c1ccc(C(C)(C)C)cc1, [Na+], [OH-]. The product is CC(C)(C)c1ccc(C(OCC(N)=O)C(=O)O)cc1. RXN SMILES: [CH3:23][OH:24].[CH3:3][O:4][C:5]([CH:6]([c:7]1[cH:8][cH:9][c:10]([C:13]([CH3:14])([CH3:15])[CH3:16])[cH:11][cH:12]1)[O:17][CH2:18][C:19]([NH2:20])=[O:21])=[O:22].[Na+:2].[OH-:1]>>[O:4]=[C:5]([CH:6]([c:7]1[cH:8][cH:9][c:10]([C:13]([CH3:14])([CH3:15])[CH3:16])[cH:11][cH:12]1)[O:17][CH2:18][C:19]([NH2:20])=[O:21])[OH:22]. Reactants: COC=1C(=NC=C(N1)OC)C=O (3,5-dimethoxy-pyrazine-2-carbaldehyde), [BH4-].[Na+] (sodium borohydride). The solvent is CO (MeOH). Run at time 0.5 hour. Product: COC=1C(=NC=C(N1)OC)CO ((3,5-dimethoxy-pyrazin-2-yl)-methanol). Isolated yield 97.7%. Reaction SMILES: [CH3:1][O:2][C:3]1[C:4]([CH:11]=[O:12])=[N:5][CH:6]=[C:7]([O:9][CH3:10])[N:8]=1.[BH4-].[Na+]>CO>[CH3:1][O:2][C:3]1[C:4]([CH2:11][OH:12])=[N:5][CH:6]=[C:7]([O:9][CH3:10])[N:8]=1 |f:1.2|. Procedure: To a solution of 3,5-dimethoxy-pyrazine-2-carbaldehyde (120 mg, 0.71 mmol) in MeOH (8 mL) is added sodium borohydride (40 mg, 1.1 mmol) at 0° C. After the mixture is stirred at this temperature for 0.5 hour, the reaction is quenched with saturated NH4Cl (0.7 mL) and solvent removed in vacuo until dryness. DCM (20 mL) is added, and the solution is dried and solvent removed to give 118 mg of (3,5-dimethoxy-pyrazin-2-yl)-methanol as an oil. Isolated yield 92.7%. As a reaction SMILES: [CH3:1][N:2]1[C:10]2[C:5](=[CH:6][C:7]([O:11][CH2:12][CH2:13]OS(C3C=CC(C)=CC=3)(=O)=O)=[CH:8][CH:9]=2)[C:4]([S:25]([C:28]2[C:37]3[C:32](=[CH:33][CH:34]=[CH:35][CH:36]=3)[CH:31]=[CH:30][CH:29]=2)(=[O:27])=[O:26])=[N:3]1.[CH2:38]([NH2:40])[CH3:39]>C1COCC1>[CH2:38]([NH:40][CH2:13][CH2:12][O:11][C:7]1[CH:6]=[C:5]2[C:10](=[CH:9][CH:8]=1)[N:2]([CH3:1])[N:3]=[C:4]2[S:25]([C:28]1[C:37]2[C:32](=[CH:33][CH:34]=[CH:35][CH:36]=2)[CH:31]=[CH:30][CH:29]=1)(=[O:26])=[O:27])[CH3:39]. Reported procedure: A solution of toluene-4-sulfonic acid 2-[1-methyl-3-(naphthalene-1-sulfonyl)-1H-indazol-5-yloxy]-ethyl ester (0.413 g, 0.770 mmol) and 2.0 M ethylamine in THF (10 mL, 20 mmol) in THF (10 mL) was stirred at 80° C. in a sealed tube for 16.5 hours. After cooling to ambient temperature, the reaction mixture was solvent evaporated. The residue was partitioned in ethyl acetate and aqueous sodium bicarbonate. The organic phase was washed with brine, dried with anhydrous magnesium sulfate, filtered, con... Reactants: CN1N=C(C2=CC(=CC=C12)OCCOS(=O)(=O)C1=CC=C(C=C1)C)S(=O)(=O)C1=CC=CC2=CC=CC=C12 (toluene-4-sulfonic acid 2-[1-methyl-3-(naphthalene-1-sulfonyl)-1H-indazol-5-yloxy]-ethyl ester), C(C)N (ethylamine). The product is C(C)NCCOC=1C=C2C(=NN(C2=CC1)C)S(=O)(=O)C1=CC=CC2=CC=CC=C12 (ethyl-{2-[1-methyl-3-(naphthalene-1-sulfonyl)-1H-indazol-5-yloxy]-ethyl}-amine). The solvent is C1CCOC1 (THF), C1CCOC1 (THF). Starting materials: Nc1cccc(-c2c(Cc3ccccc3)cnc3c(C(F)(F)F)cccc23)c1, O=Cc1cc(-c2ccc(O)cc2)ccc1F. The product is Oc1ccc(-c2ccc(F)c(CNc3cccc(-c4c(Cc5ccccc5)cnc5c(C(F)(F)F)cccc45)c3)c2)cc1. RXN SMILES: [CH2:1]([c:2]1[cH:3][cH:4][cH:5][cH:6][cH:7]1)[c:8]1[cH:9][n:10][c:11]2[c:12]([C:25]([F:26])([F:27])[F:28])[cH:13][cH:14][cH:15][c:16]2[c:17]1-[c:18]1[cH:19][c:20]([NH2:24])[cH:21][cH:22][cH:23]1.[F:29][c:30]1[c:31]([CH:43]=[O:44])[cH:32][c:33](-[c:36]2[cH:37][cH:38][c:39]([OH:42])[cH:40][cH:41]2)[cH:34][cH:35]1>>[CH2:1]([c:2]1[cH:3][cH:4][cH:5][cH:6][cH:7]1)[c:8]1[cH:9][n:10][c:11]2[c:12]([C:25]([F:26])([F:27])[F:28])[cH:13][cH:14][cH:15][c:16]2[c:17]1-[c:18]1[cH:19][c:20]([NH:24][CH2:43][c:31]2[c:30]([F:29])[cH:35][cH:34][c:33](-[c:36]3[cH:37][cH:38][c:39]([OH:42])[cH:40][cH:41]3)[cH:32]2)[cH:21][cH:22][cH:23]1. Procedure: To a solution of tert-butyl 3-bromo-5-(5-oxa-6-azaspiro[3.4]oct-6-en-7-yl)benzoate (1.36 g, 3.71 mmol) in THF (8 mL) and water (8 mL) were added (4-methylphenyl)boronic acid (1.01 g, 7.43 mmol), dichloro[1,1′-bis(diphenylphosphino)ferrocene]palladium(II) dichloromethane adduct (82 mg, 0.11 mmol) and cesium carbonate (3.63 g, 11.1 mmol). The mixture was heated to 120° C. in a microwave reactor for 10 min. The mixture was cooled to ambient temperature and saturated aqueous NaHCO3 was added and the... Reaction SMILES: Br[C:2]1[CH:3]=[C:4]([CH:12]=[C:13]([C:15]2[CH2:22][C:18]3([CH2:21][CH2:20][CH2:19]3)[O:17][N:16]=2)[CH:14]=1)[C:5]([O:7][C:8]([CH3:11])([CH3:10])[CH3:9])=[O:6].[CH3:23][C:24]1[CH:29]=[CH:28][C:27](B(O)O)=[CH:26][CH:25]=1.C(=O)([O-])[O-].[Cs+].[Cs+].C([O-])(O)=O.[Na+]>C1COCC1.O.C1C=CC([PH+]([C]2[CH][CH][CH][CH]2)C2C=CC=CC=2)=CC=1.C1C=CC([PH+]([C]2[CH][CH][CH][CH]2)C2C=CC=CC=2)=CC=1.C(Cl)Cl.Cl[Pd]Cl.[Fe]>[CH3:23][C:24]1[CH:29]=[CH:28][C:27]([C:2]2[CH:14]=[C:13]([C:15]3[CH2:22][C:18]4([CH2:21][CH2:20][CH2:19]4)[O:17][N:16]=3)[CH:12]=[C:4]([C:5]([O:7][C:8]([CH3:11])([CH3:10])[CH3:9])=[O:6])[CH:3]=2)=[CH:26][CH:25]=1 |f:2.3.4,5.6,9.10.11.12.13,^1:54,55,56,57,58,72,73,74,75,76|. Isolated yield 90.0%. The product is CC1=CC=C(C=C1)C1=CC(=CC(=C1)C1=NOC2(CCC2)C1)C(=O)OC(C)(C)C (tert-butyl 4′-methyl-5-(5-oxa-6-azaspiro[3.4]oct-6-en-7-yl)biphenyl-3-carboxylate). Run in C1CCOC1 (THF), O (water). The reagents and catalysts are C1=CC=C(C=C1)[PH+](C2=CC=CC=C2)[C]3[CH][CH][CH][CH]3.C1=CC=C(C=C1)[PH+](C2=CC=CC=C2)[C]3[CH][CH][CH][CH]3.C(Cl)Cl.Cl[Pd]Cl.[Fe] (dichloro[1,1′-bis(diphenylphosphino)ferrocene]palladium(II) dichloromethane adduct). Reaction conditions: temperature 120 celsius. Reactants: BrC=1C=C(C(=O)OC(C)(C)C)C=C(C1)C1=NOC2(CCC2)C1 (tert-butyl 3-bromo-5-(5-oxa-6-azaspiro[3.4]oct-6-en-7-yl)benzoate), CC1=CC=C(C=C1)B(O)O ((4-methylphenyl)boronic acid), C([O-])([O-])=O.[Cs+].[Cs+] (cesium carbonate), C(=O)(O)[O-].[Na+] (NaHCO3).